Dataset: the Open Reaction Database (ORD), a public repository of structured organic reaction records. Task: describe an organic reaction: reactants, conditions, products, and yield Starting materials: NC1=CC=C2C=NNC2=C1 (6-aminoindazol), FC1=CC=C(CC2CCN(CC2)C(C(=O)O)=O)C=C1 ([4-(4-fluoro-benzyl)-piperidin-1-yl]-oxo-acetic acid). Solvent: C(C)OCC (diethylether). Yields the product FC1=CC=C(CC2CCN(CC2)C(C(=O)NC2=CC=C3C=NNC3=C2)=O)C=C1 (2-[4-(4-Fluoro-benzyl)-piperidin-1-yl]-N-(1H-indazol-6-yl)-2-oxo-acetamide). RXN SMILES: [NH2:1][C:2]1[CH:10]=[C:9]2[C:5]([CH:6]=[N:7][NH:8]2)=[CH:4][CH:3]=1.[F:11][C:12]1[CH:29]=[CH:28][C:15]([CH2:16][CH:17]2[CH2:22][CH2:21][N:20]([C:23](=[O:27])[C:24](O)=[O:25])[CH2:19][CH2:18]2)=[CH:14][CH:13]=1>C(OCC)C>[F:11][C:12]1[CH:29]=[CH:28][C:15]([CH2:16][CH:17]2[CH2:18][CH2:19][N:20]([C:23](=[O:27])[C:24]([NH:1][C:2]3[CH:10]=[C:9]4[C:5]([CH:6]=[N:7][NH:8]4)=[CH:4][CH:3]=3)=[O:25])[CH2:21][CH2:22]2)=[CH:14][CH:13]=1. Reported procedure: The title compound is prepared from 6-aminoindazol (Aldrich) and [4-(4-fluoro-benzyl)-piperidin-1-yl]-oxo-acetic acid (Example 1b) according to the method described in Example 2. Melting Point: 162-164° C. (diethylether) The reactants are O=C([O-])[O-], Cc1noc2c1C(=O)C(CCCCl)CC2, O=C(c1ccc(F)cc1)C1CCNCC1, [I-], [K+], [K+], [K+], CN(C)C=O. Product: Cc1noc2c1C(=O)C(CCCN1CCC(C(=O)c3ccc(F)cc3)CC1)CC2. As a reaction SMILES: [C:16](=[O:17])([O-:18])[O-:19].[Cl:1][CH2:2][CH2:3][CH2:4][CH:5]1[CH2:6][CH2:7][c:8]2[c:9]([c:10]([CH3:13])[n:11][o:12]2)[C:14]1=[O:15].[F:22][c:23]1[cH:24][cH:25][c:26]([C:27](=[O:28])[CH:29]2[CH2:30][CH2:31][NH:32][CH2:33][CH2:34]2)[cH:35][cH:36]1.[I-:38].[K+:20].[K+:21].[K+:37].[O:39]=[CH:40][N:41]([CH3:42])[CH3:43]>>[CH2:2]([CH2:3][CH2:4][CH:5]1[CH2:6][CH2:7][c:8]2[c:9]([c:10]([CH3:13])[n:11][o:12]2)[C:14]1=[O:15])[N:32]1[CH2:31][CH2:30][CH:29]([C:27]([c:26]2[cH:25][cH:24][c:23]([F:22])[cH:36][cH:35]2)=[O:28])[CH2:34][CH2:33]1.